This data is from the Open Reaction Database (ORD), a public repository of structured organic reaction records. The task is: describe an organic reaction: reactants, conditions, products, and yield Reactants: [N+](=O)([O-])C1=CC2=C(OC3=C(NC2=O)C=CC(=C3)C)N=C1 (3-Nitro-9-methylpyrido[2,3-b][1,5]benzoxazepin-5(6H)-one), [H-].[Na+] (sodium hydride), CI (Methyl iodide). Solvent: ice Water, CN(C=O)C (dimethylformamide). Reaction conditions: time 8 hour. Product: [N+](=O)([O-])C1=CC2=C(OC3=C(N(C2=O)C)C=CC(=C3)C)N=C1 (3-Nitro-6,9-dimethylpyrido[2,3-b][1,5]benzoxazepin-5(6H)-one). Reaction SMILES: [H-].[Na+].[N+:3]([C:6]1[CH:22]=[N:21][C:9]2[O:10][C:11]3[CH:19]=[C:18]([CH3:20])[CH:17]=[CH:16][C:12]=3[NH:13][C:14](=[O:15])[C:8]=2[CH:7]=1)([O-:5])=[O:4].[CH3:23]I>CN(C)C=O>[N+:3]([C:6]1[CH:22]=[N:21][C:9]2[O:10][C:11]3[CH:19]=[C:18]([CH3:20])[CH:17]=[CH:16][C:12]=3[N:13]([CH3:23])[C:14](=[O:15])[C:8]=2[CH:7]=1)([O-:5])=[O:4] |f:0.1|. Procedure details: To a suspension of sodium hydride (0.73 g, 0.015 mol of a 50% dispersion in mineral oil) in dimethylformamide (75 ml) under argon was added in one portion 3-Nitro-9-methylpyrido[2,3-b][1,5]benzoxazepin-5(6H)-one (3.75 g, 0.014 mol). Methyl iodide (1.3 ml. 0.021 mol) was added, and the resulting solution was stirred overnight at room temperature. The mixture was diluted with ice Water, and the precipitated product was collected and washed with water and pet ether. The crude product was recrystall... Reactants: O=C(O)C1CCCCN1C(=O)c1cccc(OCc2ccccc2)c1, CCO, [Na], O=S(=O)(O)O, O=C(c1ccccc1)C(Br)c1ccccc1. As a reaction SMILES: [CH2:2]([c:3]1[cH:4][cH:5][cH:6][cH:7][cH:8]1)[O:9][c:10]1[cH:11][c:12]([C:13](=[O:14])[N:15]2[CH:16]([C:21](=[O:22])[OH:23])[CH2:17][CH2:18][CH2:19][CH2:20]2)[cH:24][cH:25][cH:26]1.[CH3:48][CH2:49][OH:50].[Na:1].[S:27](=[O:28])(=[O:29])([OH:30])[OH:31].[c:32]1([C:38](=[O:39])[CH:40]([c:41]2[cH:42][cH:43][cH:44][cH:45][cH:46]2)[Br:47])[cH:33][cH:34][cH:35][cH:36][cH:37]1>>[CH2:2]([c:3]1[cH:4][cH:5][cH:6][cH:7][cH:8]1)[O:9][c:10]1[cH:11][c:12]([C:13](=[O:14])[N:15]2[CH:16]([C:21](=[O:22])[O:23][CH:40]([C:38]([c:32]3[cH:33][cH:34][cH:35][cH:36][cH:37]3)=[O:39])[c:41]3[cH:42][cH:43][cH:44][cH:45][cH:46]3)[CH2:17][CH2:18][CH2:19][CH2:20]2)[cH:24][cH:25][cH:26]1. The product is O=C(c1ccccc1)C(OC(=O)C1CCCCN1C(=O)c1cccc(OCc2ccccc2)c1)c1ccccc1. Run in C1CCOC1 (THF), CCCCCC (hexane), C1CCOC1 (THF). Procedure: 15.5 ml (23 mmol) of a 1.5 molar solution of n-butyl-lithium in hexane were added dropwise to a solution of 3.85 g (20 mmol) of N-(3-chlorobenzyl)-imidazole in 46 ml of absolute THF at -70° C. The mixture was stirred for 30 minutes at -70° C., after which a solution of 3.20 g (20 mmol) of 1-formyladamantane in 20 ml of absolute THF was added dropwise at -70° C. Stirring was continued for 1 hour at about -70° C. and for 2 hours at about -70° C. to room temperature, 120 ml of water were added at a... Conditions: temperature -70 celsius, time 30 minute. Isolated yield 30.1%. As a reaction SMILES: C([Li])CCC.[Cl:6][C:7]1[CH:8]=[C:9]([CH:16]=[CH:17][CH:18]=1)[CH2:10][N:11]1[CH:15]=[CH:14][N:13]=[CH:12]1.[CH:19]([C:21]12[CH2:30][CH:25]3[CH2:26][CH:27]([CH2:29][CH:23]([CH2:24]3)[CH2:22]1)[CH2:28]2)=[O:20].O>CCCCCC.C1COCC1>[C:21]12([CH:19]([OH:20])[CH:10]([C:9]3[CH:16]=[CH:17][CH:18]=[C:7]([Cl:6])[CH:8]=3)[N:11]3[CH:15]=[CH:14][N:13]=[CH:12]3)[CH2:28][CH:27]3[CH2:26][CH:25]([CH2:24][CH:23]([CH2:29]3)[CH2:22]1)[CH2:30]2. Starting materials: C(=O)C12CC3CC(CC(C1)C3)C2 (1-formyladamantane), solution, C(CCC)[Li] (n-butyl-lithium), ClC=1C=C(CN2C=NC=C2)C=CC1 (N-(3-chlorobenzyl)-imidazole), O (water). Yields the product C12(CC3CC(CC(C1)C3)C2)C(C(N2C=NC=C2)C2=CC(=CC=C2)Cl)O (1-(1-adamantyl)-2-(3-chlorophenyl)-2-(1-imidazolyl)-ethanol).